Dataset: the Open Reaction Database (ORD), a public repository of structured organic reaction records. Task: describe an organic reaction: reactants, conditions, products, and yield Starting materials: CCOC(=O)c1cc(CC(C)(C)NC(=O)OC(C)(C)C)n(CCOC)n1, CO, [Li+], [OH-], O. The product is COCCn1nc(C(=O)O)cc1CC(C)(C)NC(=O)OC(C)(C)C. Reaction SMILES: [C:3]([CH3:4])([CH3:5])([CH3:6])[O:7][C:8](=[O:9])[NH:10][C:11]([CH2:12][c:13]1[cH:14][c:15]([C:22](=[O:23])[O:24][CH2:25][CH3:26])[n:16][n:17]1[CH2:18][CH2:19][O:20][CH3:21])([CH3:27])[CH3:28].[CH3:29][OH:30].[Li+:1].[OH-:2].[OH2:31]>>[C:3]([CH3:4])([CH3:5])([CH3:6])[O:7][C:8](=[O:9])[NH:10][C:11]([CH2:12][c:13]1[cH:14][c:15]([C:22](=[O:23])[OH:24])[n:16][n:17]1[CH2:18][CH2:19][O:20][CH3:21])([CH3:27])[CH3:28]. The reactants are [BH4-].[Na+] (sodium borohydride), ClC1=C(C=C(C=C1)O)C(=O)C=O (2-chloro-5-hydroxyphenylglyoxal), C(C)(C)(C)N (tert-butylamine). Solvent: CO (methanol), CO (methanol). Run at time 3 hour. Product: ClC1=C(C(CNC(C)(C)C)O)C=C(C=C1)O (2-chloro-5-hydroxy-α-(tert-butylaminomethyl)-benzylalcohol). RXN SMILES: [Cl:1][C:2]1[CH:7]=[CH:6][C:5]([OH:8])=[CH:4][C:3]=1[C:9]([CH:11]=O)=[O:10].[C:13]([NH2:17])([CH3:16])([CH3:15])[CH3:14].[BH4-].[Na+]>CO>[Cl:1][C:2]1[CH:7]=[CH:6][C:5]([OH:8])=[CH:4][C:3]=1[CH:9]([OH:10])[CH2:11][NH:17][C:13]([CH3:16])([CH3:15])[CH3:14] |f:2.3|. Procedure: To a solution of 2-chloro-5-hydroxyphenylglyoxal (1.85 g) in methanol (37 ml) was added a solution of tert-butylamine (3.65 g) in methanol under cooling, further the sodium borohydride (0.57 g) was added in small portions, and the reaction mixture was stirred for 3 hours. The reaction mixture was evaporated and the residue acidified with 10% HCl, and washed with ether. The aqueous layer was made alkaline with K2CO3, and extracted with ether. The extract was dried with Na2SO4 and evaporated. The ... The reactants are NC1=NC=CC(=N1)C(CO)OC1=C(C=C(C=C1)F)Cl (2-(2-aminopyrimidin-4-yl)-2-(2-chloro-4-fluorophenoxy)ethanol), [H-].[Na+] (sodium hydride), [Cl-].[NH4+] (ammonium chloride), CI (methyl iodide). Solvent: O1CCCC1 (tetrahydrofuran). Reaction conditions: time 10 minute. Product: ClC1=C(OC(COC)C2=NC(=NC=C2)N)C=CC(=C1)F (4-(1-(2-chloro-4-fluorophenoxy)-2-methoxyethyl)pyrimidin-2-amine). As a reaction SMILES: [NH2:1][C:2]1[N:7]=[C:6]([CH:8]([O:11][C:12]2[CH:17]=[CH:16][C:15]([F:18])=[CH:14][C:13]=2[Cl:19])[CH2:9][OH:10])[CH:5]=[CH:4][N:3]=1.[H-].[Na+].[CH3:22]I.[Cl-].[NH4+]>O1CCCC1>[Cl:19][C:13]1[CH:14]=[C:15]([F:18])[CH:16]=[CH:17][C:12]=1[O:11][CH:8]([C:6]1[CH:5]=[CH:4][N:3]=[C:2]([NH2:1])[N:7]=1)[CH2:9][O:10][CH3:22] |f:1.2,4.5|. Procedure: To a solution of 2-(2-aminopyrimidin-4-yl)-2-(2-chloro-4-fluorophenoxy)ethanol (21a) (185 mg) in dry tetrahydrofuran under nitrogen atmosphere was added sodium hydride (23 mg, 60% dispersion in oil) and the mixture was stirred at room temperature for 10 minutes, then methyl iodide (0.045 mL) was added. The mixture was stirred at room temperature for an additional for 45 minutes, poured onto sat aq ammonium chloride solution then extracted with ethyl acetate, washed with brine, dried over sodium ... Yields the product C(CCC)OC1=C(C=2CC3=C(C(=CC=C3C2C=C1)C1=CC=C(C=C1)CCCCC)F)F (2-Butoxy-1,8-difluoro-7-(4-n-pentylphenyl)fluorene). Solvent: O (water), O (water), C1(=CC=CC=C1)C (toluene). Reactants: C(CCC)OC1=CC=C2C=3C=CC(=C(C3CC2=C1F)F)B(O)O (7-butoxy-1,8-difluorofluorene-2-boronic acid), C(C)O (ethanol), C([O-])([O-])=O.[Na+].[Na+] (sodium carbonate), C(CCCC)C1=CC=C(C=C1)Br (4-n-pentylbromobenzene). Procedure: 12 mmol of 7-butoxy-1,8-difluorofluorene-2-boronic acid (Example 6, 1st stage), 20 ml of ethanol, a solution of 24 mmol of sodium carbonate in 20 ml of water and 1 mol % of tetrakis(triphenylphosphine)palladium(0) are added to a solution of 12 mmol of 4-n-pentylbromobenzene in 40 ml of toluene. The mixture is heated to boiling until the reaction is complete. After cooling, the mixture is admixed with 100 ml of water, the phases are separated and the aqueous phase is extracted with toluene. The c... The reagents and catalysts are C=1C=CC(=CC1)[P](C=2C=CC=CC2)(C=3C=CC=CC3)[Pd]([P](C=4C=CC=CC4)(C=5C=CC=CC5)C=6C=CC=CC6)([P](C=7C=CC=CC7)(C=8C=CC=CC8)C=9C=CC=CC9)[P](C=1C=CC=CC1)(C=1C=CC=CC1)C=1C=CC=CC1 (tetrakis(triphenylphosphine)palladium(0)). As a reaction SMILES: [CH2:1]([O:5][C:6]1[C:18]([F:19])=[C:17]2[C:9]([C:10]3[CH:11]=[CH:12][C:13](B(O)O)=[C:14]([F:20])[C:15]=3[CH2:16]2)=[CH:8][CH:7]=1)[CH2:2][CH2:3][CH3:4].C(O)C.C(=O)([O-])[O-].[Na+].[Na+].[CH2:33]([C:38]1[CH:43]=[CH:42][C:41](Br)=[CH:40][CH:39]=1)[CH2:34][CH2:35][CH2:36][CH3:37]>O.C1(C)C=CC=CC=1.C1C=CC([P]([Pd]([P](C2C=CC=CC=2)(C2C=CC=CC=2)C2C=CC=CC=2)([P](C2C=CC=CC=2)(C2C=CC=CC=2)C2C=CC=CC=2)[P](C2C=CC=CC=2)(C2C=CC=CC=2)C2C=CC=CC=2)(C2C=CC=CC=2)C2C=CC=CC=2)=CC=1>[CH2:1]([O:5][C:6]1[CH:7]=[CH:8][C:9]2[C:10]3[C:15](=[C:14]([F:20])[C:13]([C:41]4[CH:40]=[CH:39][C:38]([CH2:33][CH2:34][CH2:35][CH2:36][CH3:37])=[CH:43][CH:42]=4)=[CH:12][CH:11]=3)[CH2:16][C:17]=2[C:18]=1[F:19])[CH2:2][CH2:3][CH3:4] |f:2.3.4,^1:56,58,77,96|. Reactants: CCOC(=O)CCCNC(=O)Nc1nc2ccc(Br)cc2s1, C1CCOC1, CN1CCNCC1. Yields the product CN1CCN(C(=O)CCCNC(=O)Nc2nc3ccc(Br)cc3s2)CC1. RXN SMILES: [Br:1][c:2]1[cH:3][c:4]2[c:5]([n:6][c:7]([NH:9][C:10](=[O:11])[NH:12][CH2:13][CH2:14][CH2:15][C:16]([O:18][CH2:17][CH3:19])=[O:20])[s:8]2)[cH:21][cH:22]1.[CH2:30]1[O:31][CH2:32][CH2:33][CH2:34]1.[CH3:23][N:24]1[CH2:25][CH2:26][NH:27][CH2:28][CH2:29]1>>[Br:1][c:2]1[cH:3][c:4]2[c:5]([n:6][c:7]([NH:9][C:10](=[O:11])[NH:12][CH2:13][CH2:14][CH2:15][C:16](=[O:18])[N:27]3[CH2:26][CH2:25][N:24]([CH3:23])[CH2:29][CH2:28]3)[s:8]2)[cH:21][cH:22]1. Starting materials: CN1CCc2cc([N+](=O)[O-])cc(Sc3ccccc3)c2CC1, O=S(=O)(O)O, O=S(=O)(O)O. Yields the product CN1CCc2cc(O)cc(Sc3ccccc3)c2CC1. As a reaction SMILES: [CH3:1][N:2]1[CH2:3][CH2:4][c:5]2[c:6]([cH:9][c:10]([N+:20]([O-:21])=[O:22])[cH:11][c:12]2[S:13][c:14]2[cH:15][cH:16][cH:17][cH:18][cH:19]2)[CH2:7][CH2:8]1.[S:23]([OH:24])(=[O:25])(=[O:26])[OH:27].[S:28]([OH:29])([OH:30])(=[O:31])=[O:32]>>[CH3:1][N:2]1[CH2:3][CH2:4][c:5]2[c:6]([cH:9][c:10]([OH:24])[cH:11][c:12]2[S:13][c:14]2[cH:15][cH:16][cH:17][cH:18][cH:19]2)[CH2:7][CH2:8]1. The reactants are O=C([O-])O, CO, [Na+], O=C(O)c1cc(O)ccc1O, O=S(=O)(O)O. The product is COC(=O)c1cc(O)ccc1O. RXN SMILES: [C:17](=[O:18])([OH:19])[O-:20].[CH3:22][OH:23].[Na+:21].[OH:1][C:2](=[O:3])[c:4]1[cH:5][c:6]([OH:7])[cH:8][cH:9][c:10]1[OH:11].[S:12](=[O:13])(=[O:14])([OH:15])[OH:16]>>[O:1]([C:2](=[O:3])[c:4]1[cH:5][c:6]([OH:7])[cH:8][cH:9][c:10]1[OH:11])[CH3:17]. Starting materials: CCOC(=O)C(O)CCCCC1CCN(C(=O)OCc2ccccc2)CC1, CS(=O)(=O)Cl, CCOC(C)=O, O, c1ccncc1. The product is CCOC(=O)C(CCCCC1CCN(C(=O)OCc2ccccc2)CC1)OS(C)(=O)=O. RXN SMILES: [CH2:1]([c:2]1[cH:3][cH:4][cH:5][cH:6][cH:7]1)[O:8][C:9](=[O:10])[N:11]1[CH2:12][CH2:13][CH:14]([CH2:17][CH2:18][CH2:19][CH2:20][CH:21]([C:22](=[O:23])[O:24][CH2:25][CH3:26])[OH:27])[CH2:15][CH2:16]1.[CH3:28][S:29]([Cl:30])(=[O:31])=[O:32].[CH3:40][CH2:41][O:42][C:43](=[O:44])[CH3:45].[OH2:33].[cH:34]1[cH:35][cH:36][n:37][cH:38][cH:39]1>>[CH2:1]([c:2]1[cH:3][cH:4][cH:5][cH:6][cH:7]1)[O:8][C:9](=[O:10])[N:11]1[CH2:12][CH2:13][CH:14]([CH2:17][CH2:18][CH2:19][CH2:20][CH:21]([C:22](=[O:23])[O:24][CH2:25][CH3:26])[O:27][S:29]([CH3:28])(=[O:31])=[O:32])[CH2:15][CH2:16]1.